This data is from the Open Reaction Database (ORD), a public repository of structured organic reaction records. The task is: describe an organic reaction: reactants, conditions, products, and yield Reactants: C[Mg]I (Methylmagnesium iodide), ClC1=CC=C(C=C1)CC#N ((4-Chlorophenyl)acetonitrile), C(Br)C1CO1 (Epibromohydrin), C[Li] (Methyl lithium). The solvent is O1CCCC1 (tetrahydrofuran). Reaction conditions: temperature -78 celsius. Yields the product ClC1=CC=C(C=C1)C1(CC(C1)O)C#N (1-(4-chlorophenyl)-3-hydroxycyclobutane-1-carbonitrile). RXN SMILES: [Cl:1][C:2]1[CH:7]=[CH:6][C:5]([CH2:8][C:9]#[N:10])=[CH:4][CH:3]=1.C[Li].[CH2:13]([CH:15]1[O:17][CH2:16]1)Br.C[Mg]I>O1CCCC1>[Cl:1][C:2]1[CH:7]=[CH:6][C:5]([C:8]2([C:9]#[N:10])[CH2:16][CH:15]([OH:17])[CH2:13]2)=[CH:4][CH:3]=1. Procedure: (4-Chlorophenyl)acetonitrile (1-1) (14.04 g) was dissolved in freshly distilled tetrahydrofuran (250 mL) and stirred at −78° C. under argon. Methyl lithium (LiBr complex, 1.5 M in diethyl ether, 62 mL, 1 eq) was added dropwise such that the reaction temperature stayed below −66° C. The solution was stirred for one h at −78° C. and turned from yellow to deep red. Epibromohydrin was added dropwise and the solution was stirred for an additional 90 min. Methylmagnesium iodide (3.0 M in diethyl ether...